This data is from the Open Reaction Database (ORD), a public repository of structured organic reaction records. The task is: describe an organic reaction: reactants, conditions, products, and yield Starting materials: OC1CCC(CC1)C(CC)=O (1-(4-hydroxycyclohexyl)propan-1-one), ClCCOC1=CC=C(C=C1)C(=O)C1=CC=C(C=C1)O ((4-(2-chloroethoxy)phenyl)(4-hydroxyphenyl)methanone). The product is ClCCOC1=CC=C(C=C1)C(=C(CC)C1CCC(CC1)O)C1=CC=C(C=C1)O (4-(1-(4-(2-chloroethoxy)phenyl)-2-(4-hydroxycyclohexyl)but-1-enyl)phenol). Isolated yield 52.0%. RXN SMILES: [OH:1][CH:2]1[CH2:7][CH2:6][CH:5]([C:8](=O)[CH2:9][CH3:10])[CH2:4][CH2:3]1.[Cl:12][CH2:13][CH2:14][O:15][C:16]1[CH:21]=[CH:20][C:19]([C:22]([C:24]2[CH:29]=[CH:28][C:27]([OH:30])=[CH:26][CH:25]=2)=O)=[CH:18][CH:17]=1>>[Cl:12][CH2:13][CH2:14][O:15][C:16]1[CH:21]=[CH:20][C:19]([C:22]([C:24]2[CH:29]=[CH:28][C:27]([OH:30])=[CH:26][CH:25]=2)=[C:8]([CH:5]2[CH2:6][CH2:7][CH:2]([OH:1])[CH2:3][CH2:4]2)[CH2:9][CH3:10])=[CH:18][CH:17]=1. Procedure details: Following general procedure of McMurry reaction as described in example 1, step B, 1-(4-hydroxycyclohexyl)propan-1-one (0.6 g, 1.0 eq) was reacted with (4-(2-chloroethoxy)phenyl)(4-hydroxyphenyl)methanone (1.6 g, 1.5 eq) to give 0.8 g desired product (52% yield, Z/E=1/1). 1H NMR (400 MHz, CDCl3) δ 7.11-7.20 (m, 1H), 7.00-7.10 (m, 2H), 6.90-6.70 (m, 1H), 6.60-6.89 (m, 3H), 6.58 (d, J=7.6 Hz, 1H), 4.08-4.20 (m, 2H), 3.70-3.80 (m, 2H), 3.60 (brs, 1H), 2.47 (q, J=7.6 Hz, 2H), 2.28-2.38 (m, 1H), 2.00... Reactants: CC(=O)O[BH-](OC(C)=O)OC(C)=O, O=C([O-])O, CC(=O)O, CC#N, CCOC(C)=O, CC=O, O=[N+]([O-])c1ccc2c(c1)NCCCO2, [Na+], [Na+]. Yields the product CCN1CCCOc2ccc([N+](=O)[O-])cc21. Reaction SMILES: [C:22]([O:23][BH-:24]([O:25][C:26](=[O:27])[CH3:28])[O:29][C:30](=[O:31])[CH3:32])(=[O:33])[CH3:34].[C:36](=[O:37])([OH:38])[O-:39].[CH3:18][C:19](=[O:20])[OH:21].[CH3:41][C:42]#[N:43].[CH3:44][CH2:45][O:46][C:47](=[O:48])[CH3:49].[CH:15]([CH3:16])=[O:17].[N+:1](=[O:2])([O-:3])[c:4]1[cH:5][cH:6][c:7]2[c:8]([cH:14]1)[NH:9][CH2:10][CH2:11][CH2:12][O:13]2.[Na+:35].[Na+:40]>>[N+:1](=[O:2])([O-:3])[c:4]1[cH:5][cH:6][c:7]2[c:8]([cH:14]1)[N:9]([CH2:15][CH3:16])[CH2:10][CH2:11][CH2:12][O:13]2. Starting materials: C1(CCC1)C=1N=C(SC1)C(=O)Cl (4-Cyclobutylthiazole-2-carbonyl chloride), C(C)(=O)C1=CC=C(C(=C1NC(=O)C=1SC=C(N1)C1CC1)Cl)OC (N-(6-acetyl-2-chloro-3-methoxyphenyl)-4-cyclopropylthiazole-2-carboxamide). The product is C(C)(=O)C1=CC=C(C(=C1NC(=O)C=1SC=C(N1)C1CCC1)Cl)OC (N-(6-Acetyl-2-chloro-3-methoxyphenyl)-4-cyclobutylthiazole-2-carboxamide). Yield: 70.0%. RXN SMILES: [CH:1]1([C:5]2[N:6]=[C:7]([C:10](Cl)=[O:11])[S:8][CH:9]=2)[CH2:4][CH2:3][CH2:2]1.[C:13]([C:16]1[C:21]([NH:22]C(C2SC=C(C3CC3)N=2)=O)=[C:20]([Cl:33])[C:19]([O:34][CH3:35])=[CH:18][CH:17]=1)(=[O:15])[CH3:14]>>[C:13]([C:16]1[C:21]([NH:22][C:10]([C:7]2[S:8][CH:9]=[C:5]([CH:1]3[CH2:4][CH2:3][CH2:2]3)[N:6]=2)=[O:11])=[C:20]([Cl:33])[C:19]([O:34][CH3:35])=[CH:18][CH:17]=1)(=[O:15])[CH3:14]. Procedure details: N-(6-Acetyl-2-chloro-3-methoxyphenyl)-4-cyclobutylthiazole-2-carboxamide 268b was synthesized from compound 267b (5.48 g, 1.2 eq.) as a white solid in 70% yield, following the procedure as described for compound 268a. 1H NMR (CDCl3, 400 MHz): δ (ppm) 1.96-2.12 (m, 2H), 2.34-2.44 (m, 4H), 2.59 (s, 3H), 3.70-3.78 (m, 1H), 3.99 (s, 3H), 6.88 (d, J=8.82 Hz, 1H), 7.20 (s, 1H), 7.68 (d, J=8.76 Hz, 1H), 10.33 (br s, 1H); MS (ESI, EI+): m/z=365 (MH+). Reactants: [Br-], CCNC(=O)Nc1nc2cc(-c3cncc(OC)c3)cc(Br)c2s1, C1CCOC1, [Zn+]c1ccccn1. The product is CCNC(=O)Nc1nc2cc(-c3cncc(OC)c3)cc(-c3ccccn3)c2s1. Reaction SMILES: [Br-:25].[Br:1][c:2]1[cH:3][c:4](-[c:17]2[cH:18][n:19][cH:20][c:21]([O:23][CH3:24])[cH:22]2)[cH:5][c:6]2[n:7][c:8]([NH:11][C:12](=[O:13])[NH:14][CH2:15][CH3:16])[s:9][c:10]12.[O:33]1[CH2:34][CH2:35][CH2:36][CH2:37]1.[n:26]1[c:27]([Zn+:32])[cH:28][cH:29][cH:30][cH:31]1>>[c:2]1(-[c:27]2[n:26][cH:31][cH:30][cH:29][cH:28]2)[cH:3][c:4](-[c:17]2[cH:18][n:19][cH:20][c:21]([O:23][CH3:24])[cH:22]2)[cH:5][c:6]2[n:7][c:8]([NH:11][C:12](=[O:13])[NH:14][CH2:15][CH3:16])[s:9][c:10]12. The reactants are C(C)S (Ethanethiol), O (water), [Na] (Sodium), CC(=O)NC1=C(C=CC(=C1)Cl)[N+](=O)[O-] (5-chloro-2-nitro acetanilide). Solvent: COCCO (2-methoxyethanol), COCCO (2-methoxyethanol), COCCO (2-methoxyethanol). Conditions: temperature 10 celsius, time 10 minute. Yields the product C(C)SC=1C=CC(=C(N)C1)[N+](=O)[O-] (5-ethylthio-2-nitroaniline). The yield is 82.6%. RXN SMILES: [Na].[CH2:2]([SH:4])[CH3:3].CC([NH:8][C:9]1[CH:14]=[C:13](Cl)[CH:12]=[CH:11][C:10]=1[N+:16]([O-:18])=[O:17])=O.O>COCCO>[CH2:2]([S:4][C:13]1[CH:12]=[CH:11][C:10]([N+:16]([O-:18])=[O:17])=[C:9]([CH:14]=1)[NH2:8])[CH3:3] |^1:0|. Procedure details: Sodium (2.76 g.) was added to dry 2-methoxyethanol (75 ml.) and the solution was cooled to 0°-5° C. Ethanethiol (8.72 g.) in 2-methoxyethanol (10 ml.) was added during 5 minutes and the subsequent solution was stirred at 0°-5° C. for 10 minutes and then added in portions to a solution of 5-chloro-2-nitro acetanilide (21.5 g.) in boiling 2-methoxyethanol (150 ml.) during 10 minutes. After 3 hours the mixture was cooled and poured into water (1 l.). The mixture was stirred and cooled to 10° C. The... The reactants are ClC1=NC=C(C(=C1)NC1=C(C=CC=C1)S(=O)(=O)C(C)C)C(F)(F)F (2-chloro-N-[2-(propan-2-ylsulfonyl)phenyl]-5-(trifluoromethyl)pyridin-4-amine), CP(=O)(C)C1=CC(=C(N)C=C1)C (4-(Dimethylphosphoryl)-2-methylaniline). Yields the product CP(=O)(C)C1=CC(=C(C=C1)NC1=NC=C(C(=C1)NC1=C(C=CC=C1)S(=O)(=O)C(C)C)C(F)(F)F)C (N2-[4-(dimethylphosphoryl)-2-methylphenyl]-N4-[2-(propan-2-ylsulfonyl)phenyl]-5-(trifluoromethyl)pyridine-2,4-diamine). As a reaction SMILES: Cl[C:2]1[CH:7]=[C:6]([NH:8][C:9]2[CH:14]=[CH:13][CH:12]=[CH:11][C:10]=2[S:15]([CH:18]([CH3:20])[CH3:19])(=[O:17])=[O:16])[C:5]([C:21]([F:24])([F:23])[F:22])=[CH:4][N:3]=1.[CH3:25][P:26]([C:29]1[CH:35]=[CH:34][C:32]([NH2:33])=[C:31]([CH3:36])[CH:30]=1)([CH3:28])=[O:27]>>[CH3:28][P:26]([C:29]1[CH:35]=[CH:34][C:32]([NH:33][C:2]2[CH:7]=[C:6]([NH:8][C:9]3[CH:14]=[CH:13][CH:12]=[CH:11][C:10]=3[S:15]([CH:18]([CH3:20])[CH3:19])(=[O:17])=[O:16])[C:5]([C:21]([F:24])([F:23])[F:22])=[CH:4][N:3]=2)=[C:31]([CH3:36])[CH:30]=1)([CH3:25])=[O:27]. Reported procedure: This compound can be prepared as described in Example 80 by reacting 2-chloro-N-[2-(propan-2-ylsulfonyl)phenyl]-5-(trifluoromethyl)pyridin-4-amine with 4-(Dimethylphosphoryl)-2-methylaniline. Starting materials: FC=1C=C(C(=O)N(C2=C(C=CC(=C2)OC)[C@@H]2CC=3C=CC(=CC3CC2)OC(C(C)(C)C)=O)C(C)C)C=CC1O (pivalic acid (S)-6-{2-[(3-fluoro-4-hydroxybenzoyl)isopropylamino]-4-methoxyphenyl}-5,6,7,8-tetrahydronaphthalen-2-yl ester), ClCC(=O)N(C)CCOC (2-chloro-N-(2-methoxyethyl)-N-methylacetamide). Yields the product FC=1C=C(CN(C2=C(C=CC(=C2)OC)[C@@H]2CC=3C=CC(=CC3CC2)O)C(C)C)C=CC1OCCN(C)CCOC ((S)-6-{2-{{3-Fluoro-4-{2-[(2-methoxyethyl)methylamino]ethoxy}benzyl}isopropylamino}-4-methoxyphenyl}-5,6,7,8-tetrahydronaphthalen-2-ol). Isolated yield 94.4%. Reaction SMILES: [F:1][C:2]1[CH:3]=[C:4]([CH:36]=[CH:37][C:38]=1[OH:39])[C:5]([N:7]([CH:33]([CH3:35])[CH3:34])[C:8]1[CH:13]=[C:12]([O:14][CH3:15])[CH:11]=[CH:10][C:9]=1[C@H:16]1[CH2:25][CH2:24][C:23]2[CH:22]=[C:21]([O:26]C(=O)C(C)(C)C)[CH:20]=[CH:19][C:18]=2[CH2:17]1)=O.Cl[CH2:41][C:42]([N:44]([CH2:46][CH2:47][O:48][CH3:49])[CH3:45])=O>>[F:1][C:2]1[CH:3]=[C:4]([CH:36]=[CH:37][C:38]=1[O:39][CH2:41][CH2:42][N:44]([CH2:46][CH2:47][O:48][CH3:49])[CH3:45])[CH2:5][N:7]([CH:33]([CH3:35])[CH3:34])[C:8]1[CH:13]=[C:12]([O:14][CH3:15])[CH:11]=[CH:10][C:9]=1[C@H:16]1[CH2:25][CH2:24][C:23]2[CH:22]=[C:21]([OH:26])[CH:20]=[CH:19][C:18]=2[CH2:17]1. Reported procedure: Synthesized from pivalic acid (S)-6-{2-[(3-fluoro-4-hydroxybenzoyl)isopropylamino]-4-methoxyphenyl}-5,6,7,8-tetrahydronaphthalen-2-yl ester (154 mg) and 2-chloro-N-(2-methoxyethyl)-N-methylacetamide (96 mg) according to an analogous synthetic method to Example 404,the title compound (150 mg) was obtained.